Task: describe an organic reaction: reactants, conditions, products, and yield. Dataset: the Open Reaction Database (ORD), a public repository of structured organic reaction records The reactants are CCCC(=O)Cl, COC(=O)c1ccc(C=CN(C)C)c([N+](=O)[O-])c1, C1CCOC1, O, c1ccncc1. The product is CCCC(=O)C(=CN(C)C)c1ccc(C(=O)OC)cc1[N+](=O)[O-]. RXN SMILES: [C:25]([CH2:26][CH2:27][CH3:28])(=[O:29])[Cl:30].[CH3:1][N:2]([CH:3]=[CH:4][c:5]1[c:6]([N+:15](=[O:16])[O-:17])[cH:7][c:8]([C:9](=[O:10])[O:11][CH3:12])[cH:13][cH:14]1)[CH3:18].[O:31]1[CH2:32][CH2:33][CH2:34][CH2:35]1.[OH2:36].[cH:19]1[cH:20][cH:21][n:22][cH:23][cH:24]1>>[CH3:1][N:2]([CH:3]=[C:4]([c:5]1[c:6]([N+:15](=[O:16])[O-:17])[cH:7][c:8]([C:9](=[O:10])[O:11][CH3:12])[cH:13][cH:14]1)[C:25]([CH2:26][CH2:27][CH3:28])=[O:29])[CH3:18]. Reactants: C(#N)C1(CCNCC1)C1=CC=CC=C1 (4-Cyano-4-phenylpiperidine), O1C(CC(CCCCCCCCCCCCCCC)OC(CCCCCCCCCCCCCCC)CC2CO2)C1 (2,3-epoxypropyl-n-hexadecylether), C(C)(=O)OCC (ethyl acetate). Run in C(C)#N (acetonitrile). Run at temperature 185 celsius. The product is C(#N)C1(CCN(CC1)CC(COCCCCCCCCCCCCCCCC)O)C1=CC=CC=C1 (4-Cyano-1-(2-hydroxy-3-n-hexadecyloxypropyl)-4-phenylpiperidine). Yield: 62.0%. RXN SMILES: [C:1]([C:3]1([C:9]2[CH:14]=[CH:13][CH:12]=[CH:11][CH:10]=2)[CH2:8][CH2:7][NH:6][CH2:5][CH2:4]1)#[N:2].O1CC1C[CH:18]([O:34][CH:35]([CH2:51][CH:52]1OC1)CCCCCCCCCCCCCCC)[CH2:19][CH2:20][CH2:21][CH2:22][CH2:23][CH2:24][CH2:25][CH2:26][CH2:27][CH2:28][CH2:29][CH2:30][CH2:31][CH2:32][CH3:33].C(OCC)(=[O:58])C>C(#N)C>[C:1]([C:3]1([C:9]2[CH:14]=[CH:13][CH:12]=[CH:11][CH:10]=2)[CH2:4][CH2:5][N:6]([CH2:52][CH:51]([OH:58])[CH2:35][O:34][CH2:18][CH2:19][CH2:20][CH2:21][CH2:22][CH2:23][CH2:24][CH2:25][CH2:26][CH2:27][CH2:28][CH2:29][CH2:30][CH2:31][CH2:32][CH3:33])[CH2:7][CH2:8]1)#[N:2]. Reported procedure: 4-Cyano-4-phenylpiperidine (1.1 g, 0.0059 mol) and 2,3-epoxypropyl-n-hexadecylether (1.6 g, 0.0056 mol) were combined and heated to 185° C. for 30 minutes. After cooling, ethyl acetate (20 ml) and acetonitrile (20 ml) were added, and the resulting solid was collected by filtration (1.6 g, 62% yield): mp 69°-70° C.; ir (KBr) 2227 cm-1. Starting materials: [Li+].[BH4-] (LiBH4), COC([C@H](CCN1C[C@H](C2(CC2)CC1)O)N1CCN(CCC1=O)C1=CC(=C(C=C1)Cl)Cl)=O ((S)-2-[4-(3,4-dichloro-phenyl)-7-oxo-[1,4]diazepan-1-yl]-4-((S)-4-hydroxy-6-aza-spiro[2.5]oct-6-yl)-butyric acid methyl ester), [Li+].[BH4-] (LiBH4), OS(=O)(=O)[O-].[K+] (KHSO4), [Li+].[BH4-] (LiBH4), C(=O)(O)[O-].[Na+] (NaHCO3). Run at temperature 0 celsius, time 22 hour. Product: ClC=1C=C(C=CC1Cl)N1CCN(C(CC1)=O)[C@@H](CCN1C[C@H](C2(CC2)CC1)O)CO (1-(3,4-Dichloro-phenyl)-4-[(S)-3-((S)-4-hydroxy-6-aza-spiro[2.5]oct-6-yl)-1-hydroxymethyl-propyl]-[1,4]diazepan-5-one). Yield: 75.2%. Reaction SMILES: C[O:2][C:3](=O)[C@@H:4]([N:16]1[C:22](=[O:23])[CH2:21][CH2:20][N:19]([C:24]2[CH:29]=[CH:28][C:27]([Cl:30])=[C:26]([Cl:31])[CH:25]=2)[CH2:18][CH2:17]1)[CH2:5][CH2:6][N:7]1[CH2:14][CH2:13][C:10]2([CH2:12][CH2:11]2)[C@H:9]([OH:15])[CH2:8]1.[Li+].[BH4-].OS([O-])(=O)=O.[K+].C([O-])(O)=O.[Na+]>>[Cl:31][C:26]1[CH:25]=[C:24]([N:19]2[CH2:20][CH2:21][C:22](=[O:23])[N:16]([C@H:4]([CH2:3][OH:2])[CH2:5][CH2:6][N:7]3[CH2:14][CH2:13][C:10]4([CH2:12][CH2:11]4)[C@H:9]([OH:15])[CH2:8]3)[CH2:17][CH2:18]2)[CH:29]=[CH:28][C:27]=1[Cl:30] |f:1.2,3.4,5.6|. Reported procedure: A solution of 0.180 g (0.37 mmol) of (S)-2-[4-(3,4-dichloro-phenyl)-7-oxo-[1,4]diazepan-1-yl]-4-((S)-4-hydroxy-6-aza-spiro[2.5]oct-6-yl)-butyric acid methyl ester in 4 ml of ETOH was treated at 0° C. with 0.017 g (0.74 mmol) of LiBH4. The reaction was stirred 10 min at 0° C. and 22 h at RT, cooled (0° C.) and treated with 0.009 g (0.37 mmol) of LiBH4 and after 5 h again cooled (0° C.) and treated with 0.009 g (0.37 mmol) of LiBH4. After 1 h at RT, the reaction was cooled (0° C.), acidified with ...